This data is from the Open Reaction Database (ORD), a public repository of structured organic reaction records. The task is: describe an organic reaction: reactants, conditions, products, and yield Reactants: O (water), [H-].[Na+] (sodium hydride), C1(=CC=CC=C1)O (phenol), C(C1=CC=CC=C1)N1C(=NC2=C1C(N(C=1N2N=C(N1)CBr)CC)=O)C1CCCC1 (6-benzyl-2-bromomethyl-7-cyclopentyl-4-ethyl-imidazo[4,5-e]-s-triazolo[1,5-a]pyrimidin-5-one). Solvent: CN(C=O)C (dimethylformamide). Conditions: time 30 minute. The product is C(C1=CC=CC=C1)N1C(=NC2=C1C(N(C=1N2N=C(N1)COC1=CC=CC=C1)CC)=O)C1CCCC1 (6-benzyl-7-cyclopentyl-4-ethyl-2-phenyloxymethyl-imidazo[4,5-e]-s-triazolo[1,5-a]pyrimidin-5-one). Reaction SMILES: [H-].[Na+].[C:3]1([OH:9])[CH:8]=[CH:7][CH:6]=[CH:5][CH:4]=1.[CH2:10]([N:17]1[C:21]2[C:22](=[O:33])[N:23]([CH2:31][CH3:32])[C:24]3[N:25]([N:26]=[C:27]([CH2:29]Br)[N:28]=3)[C:20]=2[N:19]=[C:18]1[CH:34]1[CH2:38][CH2:37][CH2:36][CH2:35]1)[C:11]1[CH:16]=[CH:15][CH:14]=[CH:13][CH:12]=1.O>CN(C)C=O>[CH2:10]([N:17]1[C:21]2[C:22](=[O:33])[N:23]([CH2:31][CH3:32])[C:24]3[N:25]([N:26]=[C:27]([CH2:29][O:9][C:3]4[CH:8]=[CH:7][CH:6]=[CH:5][CH:4]=4)[N:28]=3)[C:20]=2[N:19]=[C:18]1[CH:34]1[CH2:35][CH2:36][CH2:37][CH2:38]1)[C:11]1[CH:12]=[CH:13][CH:14]=[CH:15][CH:16]=1 |f:0.1|. Reported procedure: 66 mg of sodium hydride (66% in mineral oil) are added to a solution of 0.16 g of phenol in 15 ml of dimethylformamide. After 30 minutes' stirring at ambient temperature, 0.68 g of 6-benzyl-2-bromomethyl-7-cyclopentyl-4-ethyl-imidazo[4,5-e]-s-triazolo[1,5-a]pyrimidin-5-one are added. The mixture is stirred at elevated temperature (about 100° C.) until the reaction is complete (about 8 hours). For working up, some water is added and then the solvent is distilled off in vacuo. The residue remainin... Reactants: P(=O)(Cl)(Cl)Cl (phosphorus oxychloride), FC1=C(C=CC=C1)CC(=O)O (2-fluorophenylacetic acid), CN(C=O)C (dimethylformamide), [OH-].[Na+] (NaOH), C(=O)(O)[O-].[Na+] (NaHCO3), CN(C=O)C (dimethylformamide). Reaction conditions: temperature 10 celsius, time 30 minute. Yields the product CN(C=C(C=O)C1=C(C=CC=C1)F)C (3-dimethylamino-2-(2-fluorophenyl)-acrolein). Yield: 77.0%. As a reaction SMILES: P(Cl)(Cl)(Cl)=O.[F:6][C:7]1[CH:12]=[CH:11][CH:10]=[CH:9][C:8]=1[CH2:13][C:14]([OH:16])=O.C([O-])(O)=O.[Na+].[OH-].[Na+].[CH3:24][N:25]([CH3:28])[CH:26]=O>>[CH3:24][N:25]([CH3:28])[CH:26]=[C:13]([C:8]1[CH:9]=[CH:10][CH:11]=[CH:12][C:7]=1[F:6])[CH:14]=[O:16] |f:2.3,4.5|. Procedure: A flask containing phosphorus oxychloride (3.25 mL, 34.9 mmol) is cooled to ca. 10° C., and dimethylformamide (3.25 mL) is added dropwise. After stirring for 30 min, the resulting mixture is treated dropwise with a solution of 2-fluorophenylacetic acid (1.79 g, 11.6 mmol) in dimethylformamide (6 mL). This solution is heated to 70° C. for 18 h, then cooled and poured into ice. After being allowed to melt, the mixture is neutralized with solid NaHCO3, and then made basic with 50% aq. NaOH solution... Reactants: C(C)(C)(C)OC(=O)N1CC2=CC=C(C=C2C1)N1CCC(CC1)(C1=CC=CC=C1)O (5-(4-hydroxy-4-phenyl-piperidin-1-yl)-1,3-dihydro-isoindole-2-carboxylic acid tert-butyl ester), Cl (hydrochloric acid). Yields the product Cl.C1NCC2=CC(=CC=C12)N1CCC(CC1)(O)C1=CC=CC=C1 (1-(2,3-Dihydro-1H-isoindol-5-yl)-4-phenyl-piperidin-4-ol hydrochloride). RXN SMILES: C(OC([N:8]1[CH2:16][C:15]2[C:10](=[CH:11][CH:12]=[C:13]([N:17]3[CH2:22][CH2:21][C:20]([OH:29])([C:23]4[CH:28]=[CH:27][CH:26]=[CH:25][CH:24]=4)[CH2:19][CH2:18]3)[CH:14]=2)[CH2:9]1)=O)(C)(C)C.[ClH:30]>>[ClH:30].[CH2:9]1[C:10]2[C:15](=[CH:14][C:13]([N:17]3[CH2:18][CH2:19][C:20]([C:23]4[CH:24]=[CH:25][CH:26]=[CH:27][CH:28]=4)([OH:29])[CH2:21][CH2:22]3)=[CH:12][CH:11]=2)[CH2:16][NH:8]1 |f:2.3|. Procedure details: Prepared in analogy to Example A3(e) from 5-(4-hydroxy-4-phenyl-piperidin-1-yl)-1,3-dihydro-isoindole-2-carboxylic acid tert-butyl ester and hydrochloric acid. Off-white solid. MS (m/e): 295.4 ([M+H]+, 100%). Reactants: C1CCOC1, O=C(N=C=S)c1ccc(Cl)cc1, NC(N)=O. Product: NC(=O)NC(=S)NC(=O)c1ccc(Cl)cc1. As a reaction SMILES: [CH2:17]1[O:18][CH2:19][CH2:20][CH2:21]1.[Cl:1][c:2]1[cH:3][cH:4][c:5]([C:6](=[O:7])[N:8]=[C:9]=[S:10])[cH:11][cH:12]1.[NH2:13][C:14]([NH2:15])=[O:16]>>[Cl:1][c:2]1[cH:3][cH:4][c:5]([C:6](=[O:7])[NH:8][C:9](=[S:10])[NH:13][C:14]([NH2:15])=[O:16])[cH:11][cH:12]1. The solvent is C1CCOC1.CO.O (THF Methanol water). Yield: 11.4%. Reported procedure: Using similar reaction conditions as described in step-iii of example 1, 5-(3-(1-(2,5-difluorobenzyl)-3,5-dimethyl-1H-pyrazol-4-yl)-1-tosyl-1H-pyrrolo[2,3-b]pyridin-5-yl)-2-methoxy-N-methylbenzenesulfonamide (180 mg, 0.2604 mmol) was hydrolyzed by lithium hydroxide (109 mg, 2.604 mmol), THF/Methanol/water (24/12/6 ml) to yield 16 mg (11.4% yield) of the titled compound after purification by preparative TLC (SiO2-1000 micron eluted by 3% MeOH in CHCl3). 1H NMR (CD3OD, 300 MHz): δ 8.382 (m, 1H), 7... Starting materials: FC1=C(CN2N=CC(=C2)C2=CNC3=NC=C(C=C32)C=3C=C(C=CC3)NS(=O)(=O)C)C=CC=C1 (N-(3-(3-(1-(2-fluorobenzyl)-1H-pyrazol-4-yl)-1H-pyrrolo[2,3-b]pyridin-5-yl)phenyl) methanesulfonamide), FC1=C(CN2N=C(C(=C2C)C2=CN(C3=NC=C(C=C32)C=3C=CC(=C(C3)S(=O)(=O)NC)OC)S(=O)(=O)C3=CC=C(C)C=C3)C)C=C(C=C1)F (5-(3-(1-(2,5-difluorobenzyl)-3,5-dimethyl-1H-pyrazol-4-yl)-1-tosyl-1H-pyrrolo[2,3-b]pyridin-5-yl)-2-methoxy-N-methylbenzenesulfonamide), [OH-].[Li+] (lithium hydroxide). As a reaction SMILES: [F:1]C1C=CC=CC=1CN1C=C(C2C3C(=NC=C(C4C=C(NS(C)(=O)=O)C=CC=4)C=3)NC=2)C=N1.F[C:35]1[CH:80]=[CH:79][C:78]([F:81])=[CH:77][C:36]=1[CH2:37][N:38]1[C:42]([CH3:43])=[C:41]([C:44]2[C:52]3[C:47](=[N:48][CH:49]=[C:50]([C:53]4[CH:54]=[CH:55][C:56]([O:64][CH3:65])=[C:57]([S:59]([NH:62][CH3:63])(=[O:61])=[O:60])[CH:58]=4)[CH:51]=3)[N:46](S(C3C=CC(C)=CC=3)(=O)=O)[CH:45]=2)[C:40]([CH3:76])=[N:39]1.[OH-].[Li+]>C1COCC1.CO.O>[F:81][C:78]1[CH:77]=[C:36]([CH:35]=[C:80]([F:1])[CH:79]=1)[CH2:37][N:38]1[C:42]([CH3:43])=[C:41]([C:44]2[C:52]3[C:47](=[N:48][CH:49]=[C:50]([C:53]4[CH:54]=[CH:55][C:56]([O:64][CH3:65])=[C:57]([S:59]([NH:62][CH3:63])(=[O:60])=[O:61])[CH:58]=4)[CH:51]=3)[NH:46][CH:45]=2)[C:40]([CH3:76])=[N:39]1 |f:2.3,4.5.6|. Yields the product FC=1C=C(CN2N=C(C(=C2C)C2=CNC3=NC=C(C=C32)C=3C=CC(=C(C3)S(=O)(=O)NC)OC)C)C=C(C1)F (5-(3-(1-(3,5-difluorobenzyl)-3,5-dimethyl-1H-pyrazol-4-yl)-1H-pyrrolo[2,3-b]pyridin-5-yl)-2-methoxy-N-methylbenzenesulfonamide). Starting materials: [OH-].[Na+] (NaOH), OC1=CC=C(C=C1)C=1C=C2C=CC(=CC2=CC1)C(=O)OC (methyl 6-(4-hydroxyphenyl)-2-naphthoate), C(=O)([O-])[O-].[K+].[K+] (K2CO3), ClCC=1C(=NOC1C(C)C)C1=C(C=CC=C1Cl)Cl (4-(chloromethyl)-3-(2,6-dichlorophenyl)-5-isopropylisoxazole), ClCC=1C(=NOC1C(C)C)C1=C(C=CC=C1Cl)Cl (4-(chloromethyl)-3-(2,6-dichlorophenyl)-5-isopropylisoxazole), C(=O)([O-])[O-].[K+].[K+] (K2CO3). Run in O (H2O), C1CCOC1 (THF), CCO (EtOH), CN(C)C=O (DMF), CCOC(=O)C (EtOAc), CN(C)C=O (DMF). Run at time 12 hour. Product: ClC1=C(C(=CC=C1)Cl)C1=NOC(=C1COC1=CC=C(C=C1)C=1C=C2C=CC(=CC2=CC1)C(=O)O)C(C)C (6-(4-{[3-(2,6-dichlorophenyl)-5-isopropylisoxazol-4-yl]methoxy}phenyl)-2-naphthoic acid). Yield: 39.4%. As a reaction SMILES: [OH:1][C:2]1[CH:7]=[CH:6][C:5]([C:8]2[CH:9]=[C:10]3[C:15](=[CH:16][CH:17]=2)[CH:14]=[C:13]([C:18]([O:20]C)=[O:19])[CH:12]=[CH:11]3)=[CH:4][CH:3]=1.C([O-])([O-])=O.[K+].[K+].Cl[CH2:29][C:30]1[C:31]([C:38]2[C:43]([Cl:44])=[CH:42][CH:41]=[CH:40][C:39]=2[Cl:45])=[N:32][O:33][C:34]=1[CH:35]([CH3:37])[CH3:36].[OH-].[Na+]>CN(C=O)C.CCOC(C)=O.O.C1COCC1.CCO>[Cl:44][C:43]1[CH:42]=[CH:41][CH:40]=[C:39]([Cl:45])[C:38]=1[C:31]1[C:30]([CH2:29][O:1][C:2]2[CH:7]=[CH:6][C:5]([C:8]3[CH:17]=[C:16]4[C:15](=[CH:10][CH:9]=3)[CH:14]=[C:13]([C:18]([OH:20])=[O:19])[CH:12]=[CH:11]4)=[CH:4][CH:3]=2)=[C:34]([CH:35]([CH3:37])[CH3:36])[O:33][N:32]=1 |f:1.2.3,5.6|. Procedure: To solution of methyl 6-(4-hydroxyphenyl)-2-naphthoate (55 mg, 0.20 mmol) in DMF (1.0 mL) was added K2CO3 (68 mg, 0.49 mmol) and 4-(chloromethyl)-3-(2,6-dichlorophenyl)-5-isopropylisoxazole (91 mg, 0.30 mmol) and the mixture was stirred at ambient temperature for 12 hr. Additional 4-(chloromethyl)-3-(2,6-dichlorophenyl)-5-isopropylisoxazole (50 mg, 0.16 mmol) and K2CO3 (68 mg, 0.49 mmol) in DMF (0.5 mL) was added and the mixture stirred at 70° C. for 3 hr. The solution was diluted with 50 mL EtO... Reactants: C1CCOC1, CC(C)OC(=O)N=NC(=O)OC(C)C, OCc1ccccc1, O=C(O)c1cc(Oc2cncnc2)ccn1. Product: O=C(OCc1ccccc1)c1cc(Oc2cncnc2)ccn1. Reaction SMILES: [CH2:39]1[O:40][CH2:41][CH2:42][CH2:43]1.[O:25]=[C:26]([O:27][CH:28]([CH3:29])[CH3:30])[N:31]=[N:32][C:33]([O:34][CH:35]([CH3:36])[CH3:37])=[O:38].[OH:17][CH2:18][c:19]1[cH:20][cH:21][cH:22][cH:23][cH:24]1.[n:1]1[cH:2][n:3][cH:4][c:5]([O:7][c:8]2[cH:9][c:10]([C:14](=[O:15])[OH:16])[n:11][cH:12][cH:13]2)[cH:6]1>>[n:1]1[cH:2][n:3][cH:4][c:5]([O:7][c:8]2[cH:9][c:10]([C:14](=[O:15])[O:16][CH2:18][c:19]3[cH:20][cH:21][cH:22][cH:23][cH:24]3)[n:11][cH:12][cH:13]2)[cH:6]1. Starting materials: CCCCCN=C=S, CO, N. The product is CCCCCNC(N)=S. As a reaction SMILES: [CH2:1]([CH2:2][CH2:3][CH2:4][CH3:5])[N:6]=[C:7]=[S:8].[CH3:10][OH:11].[NH3:9]>>[CH2:1]([CH2:2][CH2:3][CH2:4][CH3:5])[NH:6][C:7](=[S:8])[NH2:9]. Reaction SMILES: [C:1](=[O:2])([CH3:3])[O:4][c:5]1[c:6]([O:22][C:23]([CH3:24])=[O:25])[cH:7][c:8]2[c:12]([cH:13]1)[CH2:11][N:10]([c:14]1[cH:15][cH:16][c:17]([Cl:20])[cH:18][cH:19]1)[C:9]2=[O:21].[CH2:26]1[NH:27][CH2:28][CH2:29][O:30][CH2:31]1.[CH3:33][N:34]([CH3:35])[CH:36]=[O:37].[OH2:32]>>[OH:4][c:5]1[c:6]([O:22][C:23]([CH3:24])=[O:25])[cH:7][c:8]2[c:12]([cH:13]1)[CH2:11][N:10]([c:14]1[cH:15][cH:16][c:17]([Cl:20])[cH:18][cH:19]1)[C:9]2=[O:21]. Product: CC(=O)Oc1cc2c(cc1O)CN(c1ccc(Cl)cc1)C2=O. The reactants are CC(=O)Oc1cc2c(cc1OC(C)=O)C(=O)N(c1ccc(Cl)cc1)C2, C1COCCN1, CN(C)C=O, O.